This data is from the Open Reaction Database (ORD), a public repository of structured organic reaction records. The task is: describe an organic reaction: reactants, conditions, products, and yield Starting materials: COc1cccc2c1OC1C3CCC4(CN(Cc5ccccc5)CCC214)C(CO)C3, CCCCCC, CI, [KH], C1CCOC1. Product: COCC1CC2CCC13CN(Cc1ccccc1)CCC31c3cccc(OC)c3OC21. As a reaction SMILES: [CH2:8]([c:9]1[cH:10][cH:11][cH:12][cH:13][cH:14]1)[N:15]1[CH2:16][C:17]23[CH:18]([CH2:36][OH:37])[CH2:19][CH:20]([CH:21]4[C:22]2([CH2:23][CH2:24]1)[c:25]1[c:26]([c:28]([O:32][CH3:33])[cH:29][cH:30][cH:31]1)[O:27]4)[CH2:34][CH2:35]3.[CH3:2][CH2:3][CH2:4][CH2:5][CH2:6][CH3:7].[CH3:38][I:39].[KH:1].[O:40]1[CH2:41][CH2:42][CH2:43][CH2:44]1>>[CH3:2][O:37][CH2:36][CH:18]1[C:17]23[CH2:16][N:15]([CH2:8][c:9]4[cH:10][cH:11][cH:12][cH:13][cH:14]4)[CH2:24][CH2:23][C:22]24[CH:21]([CH:20]([CH2:19]1)[CH2:34][CH2:35]3)[O:27][c:26]1[c:25]4[cH:31][cH:30][cH:29][c:28]1[O:32][CH3:33]. Starting materials: ice, C[Mg]Br (methylmagnesium bromide), FC1(CC(C1)COCC1=CC(=NC(=N1)NC1=CC(=C(C=C1)C1=CN=NC(=C1)C)OC)C(C)=O)F (1-(6-(((3,3-difluorocyclobutyl)methoxy)methyl)-2-(3-methoxy-4-(6-methylpyridazin-4-yl)phenylamino)pyrimidin-4-yl)ethanone). Run in C1CCOC1 (THF), C1CCOC1 (THF). Reaction conditions: time 30 minute. Product: FC1(CC(C1)COCC1=CC(=NC(=N1)NC1=CC(=C(C=C1)C1=CN=NC(=C1)C)OC)C(C)(C)O)F (2-(6-(((3,3-Difluorocyclobutyl)methoxy)methyl)-2-(3-methoxy-4-(6-methylpyridazin-4-yl)phenylamino)pyrimidin-4-yl)propan-2-ol). As a reaction SMILES: [CH3:1][Mg]Br.[F:4][C:5]1([F:37])[CH2:8][CH:7]([CH2:9][O:10][CH2:11][C:12]2[N:17]=[C:16]([NH:18][C:19]3[CH:24]=[CH:23][C:22]([C:25]4[CH:30]=[C:29]([CH3:31])[N:28]=[N:27][CH:26]=4)=[C:21]([O:32][CH3:33])[CH:20]=3)[N:15]=[C:14]([C:34](=[O:36])[CH3:35])[CH:13]=2)[CH2:6]1>C1COCC1>[F:37][C:5]1([F:4])[CH2:8][CH:7]([CH2:9][O:10][CH2:11][C:12]2[N:17]=[C:16]([NH:18][C:19]3[CH:24]=[CH:23][C:22]([C:25]4[CH:30]=[C:29]([CH3:31])[N:28]=[N:27][CH:26]=4)=[C:21]([O:32][CH3:33])[CH:20]=3)[N:15]=[C:14]([C:34]([OH:36])([CH3:1])[CH3:35])[CH:13]=2)[CH2:6]1. Procedure: To an ice-cold solution of methylmagnesium bromide (1.430 mL, 2.00 mmol) in THF (6 mL) a solution of 1-(6-(((3,3-difluorocyclobutyl)methoxy)methyl)-2-(3-methoxy-4-(6-methylpyridazin-4-yl)phenylamino)pyrimidin-4-yl)ethanone (94 mg, 0.20 mmol) in THF (3 mL) was added over 5 min. The mixture was stirred on ice-bath for 30 minutes before it was quenched with ammonium chloride (aq, sat). The solvent volume was reduced by evaporation. The mixture was extracted with dichloromethane and the organic phas... Starting materials: NC1=C2N=CN(C2=NC(=N1)N(C)C)CC1=CC=CC=C1 (6-Amino-9-benzyl-2-dimethylaminopurine), S(=S)(=O)([O-])[O-].[Na+].[Na+] (sodium thiosulfate), C(C)(=O)[O-].[Na+] (sodium acetate), BrBr (bromine). The solvent is C(Cl)Cl (methylene chloride), C(C)(=O)O (acetic acid). Run at time 1 hour. Product: NC1=C2N=C(N(C2=NC(=N1)N(C)C)CC1=CC=CC=C1)Br (6-Amino-9-benzyl-8-bromo-2-dimethylaminopurine). The yield is 80.0%. As a reaction SMILES: [NH2:1][C:2]1[N:10]=[C:9]([N:11]([CH3:13])[CH3:12])[N:8]=[C:7]2[C:3]=1[N:4]=[CH:5][N:6]2[CH2:14][C:15]1[CH:20]=[CH:19][CH:18]=[CH:17][CH:16]=1.C([O-])(=O)C.[Na+].[Br:26]Br.S([O-])([O-])(=O)=S.[Na+].[Na+]>C(Cl)Cl.C(O)(=O)C>[NH2:1][C:2]1[N:10]=[C:9]([N:11]([CH3:12])[CH3:13])[N:8]=[C:7]2[C:3]=1[N:4]=[C:5]([Br:26])[N:6]2[CH2:14][C:15]1[CH:20]=[CH:19][CH:18]=[CH:17][CH:16]=1 |f:1.2,4.5.6|. Reported procedure: 6-Amino-9-benzyl-2-dimethylaminopurine (66 mg, 0.25 mmol) was dissolved in a mixture of methylene chloride (50 ml) and acetic acid (10 ml). To the solution were added sodium acetate (202 mg, 2.46 mmol) and bromine (0.5 ml), and the mixture was stirred at room temperature for 1 hour. Aqueous sodium thiosulfate was added to the reaction mixture. The organic layer was separated, washed with aqueous saturated sodium hydrogen carbonate, dried on sodium sulfate and filtered. The solvent in the filtrat... Starting materials: C(C)N1CCOCC1 (N-ethylmorpholine), C(C1=CC=CC=C1)OC(=O)N[C@@H](C)C(=O)N1[C@H](C(=O)O)CCC1 (N-benzyloxycarbonyl-L-alanyl-L-proline), C(C)N1CCOCC1 (N-ethylmorpholine), ClC(=O)OCC(C)C (isobutyl chloroformate), [Cl-].C(C)[NH3+] (ethylammonium chloride). The solvent is O1CCCC1 (tetrahydrofuran), CN(C=O)C (dimethylformamide). Reaction conditions: temperature -10 celsius, time 20 minute. The product is C(C)NC([C@H]1N(CCC1)C([C@@H](NC(=O)OCC1=CC=CC=C1)C)=O)=O (N-benzyloxycarbonyl-L-alanyl-L-proline ethylamide). Isolated yield 59.6%. RXN SMILES: [CH2:1]([O:8][C:9]([NH:11][C@H:12]([C:14]([N:16]1[CH2:23][CH2:22][CH2:21][C@H:17]1[C:18]([OH:20])=O)=[O:15])[CH3:13])=[O:10])[C:2]1[CH:7]=[CH:6][CH:5]=[CH:4][CH:3]=1.[CH2:24]([N:26]1CCOCC1)[CH3:25].ClC(OCC(C)C)=O.[Cl-].C([NH3+])C>O1CCCC1.CN(C)C=O>[CH2:24]([NH:26][C:18](=[O:20])[C@@H:17]1[CH2:21][CH2:22][CH2:23][N:16]1[C:14](=[O:15])[C@H:12]([CH3:13])[NH:11][C:9]([O:8][CH2:1][C:2]1[CH:3]=[CH:4][CH:5]=[CH:6][CH:7]=1)=[O:10])[CH3:25] |f:3.4|. Procedure details: 32 g (0.1 mol) of N-benzyloxycarbonyl-L-alanyl-L-proline were dissolved in 250 ml of dry tetrahydrofuran and the solution was cooled to -10° C. 12.7 ml (0.1 mol) of N-ethylmorpholine and 13.1 ml (0.1 mol) of isobutyl chloroformate were then added and the solution was stirred at -10° C. for 20 minutes. To this mixture was then added a further 12.7 ml of N-ethylmorpholine followed by a solution of 8.15 g (0.1 mol) of ethylammonium chloride in 50 ml of dimethylformamide. The solution was stirred fo... The reactants are FC(C=1C=C(NC=C(C(=O)[O-])C(=O)[O-])C=CC1)(F)F (2-{[3-(trifluoromethyl)anilino]methylene}malonate), C1=CC=C(C=C1)C2=CC=CC=C2.C1=CC=C(C=C1)OC2=CC=CC=C2 (Dowtherm A). Run at temperature 240 celsius, time 3 hour. The product is OC1=C(C=NC2=CC(=CC=C12)C(F)(F)F)C(=O)OCC (ethyl 4-hydroxy-7-(trifluoromethyl)-3-quinolinecarboxylate). Reaction SMILES: [F:1][C:2]([F:19])([F:18])[C:3]1[CH:4]=[C:5]([CH:15]=[CH:16][CH:17]=1)[NH:6][CH:7]=[C:8]([C:12]([O-:14])=O)[C:9]([O-:11])=[O:10].[CH:20]1C=CC(C2C=CC=CC=2)=C[CH:21]=1.C1C=CC(OC2C=CC=CC=2)=CC=1>>[OH:14][C:12]1[C:15]2[C:5](=[CH:4][C:3]([C:2]([F:1])([F:19])[F:18])=[CH:17][CH:16]=2)[N:6]=[CH:7][C:8]=1[C:9]([O:11][CH2:20][CH3:21])=[O:10] |f:1.2|. Procedure: Under a nitrogen atmosphere, a mixture of 2-{[3-(trifluoromethyl)anilino]methylene}malonate (80 g, 0.24 mol) and Dowtherm A was heated to 240° C. and then stirred for 3 hours. The reaction mixture was allowed to cool to ambient temperature and then stirred for 16 hours. The solids were isolated by filtration then washed with hexane to provide 47.5 g of ethyl 4-hydroxy-7-(trifluoromethyl)-3-quinolinecarboxylate as an off-white solid. Starting materials: Cl.C(C1=CC=CC=C1)N1CC(OCC1)COC(C1=CC=CC=C1)=O (4-benzyl-2-benzoyloxymethylmorpholine hydrochloride), C(C)O (ethanol). Reagents/catalysts: [C].[Pd] (Palladium-carbon). The solvent is O (water). Conditions: temperature 40 celsius, time 5 hour. Product: Cl.C(C1=CC=CC=C1)(=O)OCC1CNCCO1 (2-benzoyloxymethylmorpholine hydrochloride). The yield is 60.8%. Reaction SMILES: [ClH:1].C([N:9]1[CH2:14][CH2:13][O:12][CH:11]([CH2:15][O:16][C:17](=[O:24])[C:18]2[CH:23]=[CH:22][CH:21]=[CH:20][CH:19]=2)[CH2:10]1)C1C=CC=CC=1.C(O)C>[C].[Pd].O>[ClH:1].[C:17]([O:16][CH2:15][CH:11]1[O:12][CH2:13][CH2:14][NH:9][CH2:10]1)(=[O:24])[C:18]1[CH:19]=[CH:20][CH:21]=[CH:22][CH:23]=1 |f:0.1,3.4,6.7|. Procedure: 10% Palladium-carbon (40 g) and 4-benzyl-2-benzoyloxymethylmorpholine hydrochloride (202 g) are added to a mixture of ethanol (600 ml) and water (200 ml), and the mixture is stirred under hydrogen pressure of 10 kg/cm2 at 40° C. for 5 hours. Palladium-carbon is filtered off, and the solvent is distilled off under reduced pressure. To the residue is added ethanol, and the mixture is distilled under reduced pressure. This procedure is repeated three times. The resulting crystals are washed with et... The reactants are O=C(Cl)c1ccccc1, CCN(C(C)C)C(C)C, ClCCl, COC(=O)c1ccc2c(c1)CC(C)(C)C(c1cc(N)cc(Cl)c1)N2. Product: COC(=O)c1ccc2c(c1)CC(C)(C)C(c1cc(Cl)cc(NC(=O)c3ccccc3)c1)N2. Reaction SMILES: [C:34]([c:35]1[cH:36][cH:37][cH:38][cH:39][cH:40]1)(=[O:41])[Cl:42].[CH:25]([N:26]([CH2:27][CH3:28])[CH:29]([CH3:30])[CH3:31])([CH3:32])[CH3:33].[Cl:43][CH2:44][Cl:45].[NH2:1][c:2]1[cH:3][c:4]([CH:9]2[NH:10][c:11]3[cH:12][cH:13][c:14]([C:21](=[O:22])[O:23][CH3:24])[cH:15][c:16]3[CH2:17][C:18]2([CH3:19])[CH3:20])[cH:5][c:6]([Cl:8])[cH:7]1>>[NH:1]([c:2]1[cH:3][c:4]([CH:9]2[NH:10][c:11]3[cH:12][cH:13][c:14]([C:21](=[O:22])[O:23][CH3:24])[cH:15][c:16]3[CH2:17][C:18]2([CH3:19])[CH3:20])[cH:5][c:6]([Cl:8])[cH:7]1)[C:34]([c:35]1[cH:36][cH:37][cH:38][cH:39][cH:40]1)=[O:41]. As a reaction SMILES: [C:1]([O:5][C:6]([N:8]1[C:17]2[C:12](=[CH:13][C:14]([C:18]3[S:19][C:20]([CH:23]=O)=[CH:21][CH:22]=3)=[CH:15][CH:16]=2)[C:11]([CH3:25])=[CH:10][C:9]1([CH3:27])[CH3:26])=[O:7])([CH3:4])([CH3:3])[CH3:2].[NH2:28]OS(O)(=O)=O>C(#N)C.O>[C:1]([O:5][C:6]([N:8]1[C:17]2[C:12](=[CH:13][C:14]([C:18]3[S:19][C:20]([C:23]#[N:28])=[CH:21][CH:22]=3)=[CH:15][CH:16]=2)[C:11]([CH3:25])=[CH:10][C:9]1([CH3:27])[CH3:26])=[O:7])([CH3:4])([CH3:3])[CH3:2] |f:2.3|. Product: C(C)(C)(C)OC(=O)N1C(C=C(C2=CC(=CC=C12)C=1SC(=CC1)C#N)C)(C)C (1-tert-butyloxycarbonyl-6-(5-Cyano-2-thienyl)-1,2-dihydro-2,2,4-trimethylquinoline). Reported procedure: To a solution of 1-tert-butyloxycarbonyl-6-(5-formyl-2-thienyl)-1,2-dihydro-2,2,4-trimethylquinoline (12 mg, 0.03 mmol) in acetonitrile/water (10 ml/0.5 ml) was added hydroxylamine-O-sulphonic acid (5 mg, 0.04 mmol). The reaction mixture was heated to 65° C. for 1 h. The reaction was quenched with 10% NaOH (5 mL) and extracted with EtOAc (10 mL). The organic layer was washed with water and brine (3×5 mL each), dried (Na2SO4), and concentrated in vacuo to afford the crude product as a yellow oil.... Isolated yield 43.8%. Reactants: C(C)(C)(C)OC(=O)N1C(C=C(C2=CC(=CC=C12)C=1SC(=CC1)C=O)C)(C)C (1-tert-butyloxycarbonyl-6-(5-formyl-2-thienyl)-1,2-dihydro-2,2,4-trimethylquinoline), NOS(=O)(=O)O (hydroxylamine-O-sulphonic acid). Solvent: C(C)#N.O (acetonitrile water). Reaction conditions: temperature 65 celsius.